From a dataset of the Open Reaction Database (ORD), a public repository of structured organic reaction records. describe an organic reaction: reactants, conditions, products, and yield Yields the product N[C@H]1[C@H](OC2=C(NC1=O)C=CC=C2)C ((6R,7S)-7-Amino-6-methyl-6,7-dihydro-9H-5-oxa-9-aza-benzocyclohepten-8-one). Procedure details: To a solution of tert-butyl (2R,3S)-2-methyl-4-oxo-2,3,4,5-tetrahydrobenzo[b][1,4]oxazepin-3-ylcarbamate (0.65 g, 2.22 mmol, Eq: 1.00) in DCM (11.2 mL) at 0° C. was added TFA (12.7 g, 8.26 mL, 111 mmol, Eq: 50.00). After 1 h the mixture was concentrated, the residue dissolved in 50 mL DCM and washed with sat. NaHCO3. The NaHCO3 mixture was extracted with DCM and the combined extracts dried over Na2SO4, filtered and concentrated to afford the title compound (0.42 g, 96%) as a yellow foam which wa... RXN SMILES: [CH3:1][C@H:2]1[O:8][C:7]2[CH:9]=[CH:10][CH:11]=[CH:12][C:6]=2[NH:5][C:4](=[O:13])[C@H:3]1[NH:14]C(=O)OC(C)(C)C.C(O)(C(F)(F)F)=O>C(Cl)Cl>[NH2:14][C@@H:3]1[C:4](=[O:13])[NH:5][C:6]2[CH:12]=[CH:11][CH:10]=[CH:9][C:7]=2[O:8][C@@H:2]1[CH3:1]. Solvent: C(Cl)Cl (DCM). Isolated yield 98.4%. Starting materials: C[C@@H]1[C@@H](C(NC2=C(O1)C=CC=C2)=O)NC(OC(C)(C)C)=O (tert-butyl (2R,3S)-2-methyl-4-oxo-2,3,4,5-tetrahydrobenzo[b][1,4]oxazepin-3-ylcarbamate), C(=O)(C(F)(F)F)O (TFA). Starting materials: C([O-])([O-])=O.[K+].[K+] (potassium carbonate), ice water, C(C)(C)NC=1C(=CC=C(C1)C)N (N2-Isopropyl-4-methyl-benzene-1,2-diamine), C1(CCCCC1)N=C=NC1CCCCC1 (1,3-dicyclohexylcarbodiimide), BrCC(=O)O (bromoacetic acid). Run in ClCCl (dichloromethane), ClCCl (dichloromethane). Conditions: temperature 60 celsius, time 1 hour. Yields the product C(C)(C)N1CC(NC2=CC=C(C=C12)C)=O (4-Isopropyl-6-methyl-3,4-dihydro-1H-quinoxalin-2-one). The yield is 7.4%. As a reaction SMILES: [CH:1]([NH:4][C:5]1[C:6]([NH2:12])=[CH:7][CH:8]=[C:9]([CH3:11])[CH:10]=1)([CH3:3])[CH3:2].C1(N=C=NC2CCCCC2)CCCCC1.Br[CH2:29][C:30](O)=[O:31].C(=O)([O-])[O-].[K+].[K+]>ClCCl>[CH:1]([N:4]1[C:5]2[C:6](=[CH:7][CH:8]=[C:9]([CH3:11])[CH:10]=2)[NH:12][C:30](=[O:31])[CH2:29]1)([CH3:3])[CH3:2] |f:3.4.5|. Procedure details: Compound 25B (2.17 g, 13.2 mmol) in 40 mL of dichloromethane was treated with a premixed solution of 1,3-dicyclohexylcarbodiimide (3 g, 14.5 mmol) and bromoacetic acid (1.84 mg, 13.2 mmol) in 30 mL of dichloromethane. The reaction was stirred for 1 hour and then quenched with 50 mL of water and extracted with dichloromethane (3×50 mL). The combined organic layers were washed with brine, dried over sodium sulfate, filtered and excess solvent removed via rotary evaporator. The crude product was th... Yields the product CN(Cc1ccccc1)NCC#N. RXN SMILES: [CH2:12]=[O:13].[CH2:2]([c:3]1[cH:4][cH:5][cH:6][cH:7][cH:8]1)[N:9]([NH2:10])[CH3:11].[ClH:1].[K:14][C:15]#[N:16].[OH2:17]>>[CH2:2]([c:3]1[cH:4][cH:5][cH:6][cH:7][cH:8]1)[N:9]([NH:10][CH2:12][C:15]#[N:16])[CH3:11]. The reactants are C=O, CN(N)Cc1ccccc1, Cl, N#C[K], O. The reactants are COc1cc2cccnc2cc1Br, CC1CNCC(C)N1Cc1ccccc1. The product is COc1cc2cccnc2cc1N1CC(C)N(Cc2ccccc2)C(C)C1. Reaction SMILES: [Br:16][c:17]1[c:18]([O:27][CH3:28])[cH:19][c:20]2[cH:21][cH:22][cH:23][n:24][c:25]2[cH:26]1.[CH2:1]([c:2]1[cH:3][cH:4][cH:5][cH:6][cH:7]1)[N:8]1[CH:9]([CH3:15])[CH2:10][NH:11][CH2:12][CH:13]1[CH3:14]>>[CH2:1]([c:2]1[cH:3][cH:4][cH:5][cH:6][cH:7]1)[N:8]1[CH:9]([CH3:15])[CH2:10][N:11]([c:17]2[c:18]([O:27][CH3:28])[cH:19][c:20]3[cH:21][cH:22][cH:23][n:24][c:25]3[cH:26]2)[CH2:12][CH:13]1[CH3:14]. Starting materials: CC(C)(C)n1nc(-c2ccccc2)c2c(-c3ccccc3)cc(=O)[nH]c21, O=C(O)C(F)(F)F. Yields the product O=c1cc(-c2ccccc2)c2c(-c3ccccc3)[nH]nc2[nH]1. RXN SMILES: [C:1]([CH3:2])([CH3:3])([CH3:4])[n:5]1[n:6][c:7](-[c:21]2[cH:22][cH:23][cH:24][cH:25][cH:26]2)[c:8]2[c:9]1[nH:10][c:11](=[O:20])[cH:12][c:13]2-[c:14]1[cH:15][cH:16][cH:17][cH:18][cH:19]1.[F:27][C:28]([F:29])([F:30])[C:31]([OH:32])=[O:33]>>[n:5]1[nH:6][c:7](-[c:21]2[cH:22][cH:23][cH:24][cH:25][cH:26]2)[c:8]2[c:9]1[nH:10][c:11](=[O:20])[cH:12][c:13]2-[c:14]1[cH:15][cH:16][cH:17][cH:18][cH:19]1.